Dataset: the Open Reaction Database (ORD), a public repository of structured organic reaction records. Task: describe an organic reaction: reactants, conditions, products, and yield Reactants: C(C)(C)OC1=NC=C(C=C1)C(C)=NOCCO (2-[1-(2-isopropoxy-5-pyridyl)ethylideneaminooxy]ethanol), N(=NC(=O)OCC)C(=O)OCC (diethyl azodicarboxylate), OC1=CC=C(CC2C(N(C(S2)=O)C(C2=CC=CC=C2)(C2=CC=CC=C2)C2=CC=CC=C2)=O)C=C1 (5-(4-hydroxybenzyl)-3-tritylthiazolidine-2,4-dione), C1(=CC=CC=C1)P(C1=CC=CC=C1)C1=CC=CC=C1 (triphenylphosphine). Yields the product C(C)(C)OC1=NC=C(C=C1)C(C)=NOCCOC1=CC=C(CC2C(N(C(S2)=O)C(C2=CC=CC=C2)(C2=CC=CC=C2)C2=CC=CC=C2)=O)C=C1 (5-(4-{2-[1-(2-Isopropoxy-5-pyridyl)ethylideneaminooxy]ethoxy}benzyl)-3-tritylthiazolidine-2,4-dione). Isolated yield 81.4%. As a reaction SMILES: [CH:1]([O:4][C:5]1[CH:10]=[CH:9][C:8]([C:11](=[N:13][O:14][CH2:15][CH2:16][OH:17])[CH3:12])=[CH:7][N:6]=1)([CH3:3])[CH3:2].O[C:19]1[CH:51]=[CH:50][C:22]([CH2:23][CH:24]2[S:28][C:27](=[O:29])[N:26]([C:30]([C:43]3[CH:48]=[CH:47][CH:46]=[CH:45][CH:44]=3)([C:37]3[CH:42]=[CH:41][CH:40]=[CH:39][CH:38]=3)[C:31]3[CH:36]=[CH:35][CH:34]=[CH:33][CH:32]=3)[C:25]2=[O:49])=[CH:21][CH:20]=1.C1(P(C2C=CC=CC=2)C2C=CC=CC=2)C=CC=CC=1.N(C(OCC)=O)=NC(OCC)=O>>[CH:1]([O:4][C:5]1[CH:10]=[CH:9][C:8]([C:11](=[N:13][O:14][CH2:15][CH2:16][O:17][C:19]2[CH:51]=[CH:50][C:22]([CH2:23][CH:24]3[S:28][C:27](=[O:29])[N:26]([C:30]([C:43]4[CH:48]=[CH:47][CH:46]=[CH:45][CH:44]=4)([C:37]4[CH:38]=[CH:39][CH:40]=[CH:41][CH:42]=4)[C:31]4[CH:36]=[CH:35][CH:34]=[CH:33][CH:32]=4)[C:25]3=[O:49])=[CH:21][CH:20]=2)[CH3:12])=[CH:7][N:6]=1)([CH3:2])[CH3:3]. Procedure details: Following a procedure similar to that described in Example 1(a), but using 1.02 g of 2-[1-(2-isopropoxy-5-pyridyl)ethylideneaminooxy]ethanol (prepared as described in Preparation 32), 2.00 g of 5-(4-hydroxybenzyl)-3-tritylthiazolidine-2,4-dione, 1.24 g of triphenylphosphine and 784 mg of diethyl azodicarboxylate, 2.39 g of the title compound were obtained as a foam-like solid.